The task is: describe an organic reaction: reactants, conditions, products, and yield. This data is from the Open Reaction Database (ORD), a public repository of structured organic reaction records. The reactants are [Br-], CC(=O)[CH-]C(C)=O, C1CCOC1, CCOCC, CN1CCCC1=O, [Mg+]C1CCCC1, N#Cc1ccc(Cl)c(C(F)(F)F)c1, Cl, [Fe+3]. Product: N#Cc1ccc(C2CCCC2)c(C(F)(F)F)c1. Reaction SMILES: [Br-:21].[CH-:40]([C:41](=[O:42])[CH3:43])[C:44](=[O:45])[CH3:46].[CH2:29]1[O:30][CH2:31][CH2:32][CH2:33]1.[CH2:34]([O:35][CH2:36][CH3:37])[CH3:38].[CH3:14][N:15]1[C:16](=[O:17])[CH2:18][CH2:19][CH2:20]1.[CH:22]1([Mg+:27])[CH2:23][CH2:24][CH2:25][CH2:26]1.[Cl:1][c:2]1[c:3]([C:10]([F:11])([F:12])[F:13])[cH:4][c:5]([C:6]#[N:7])[cH:8][cH:9]1.[ClH:28].[Fe+3:39]>>[c:2]1([CH:22]2[CH2:23][CH2:24][CH2:25][CH2:26]2)[c:3]([C:10]([F:11])([F:12])[F:13])[cH:4][c:5]([C:6]#[N:7])[cH:8][cH:9]1. Product: Fc1ccc(-c2nc(Br)n(CCCc3ccccc3)c2-c2ccncc2)cc1. Reactants: BrBr, CCOC(C)=O, N, O=P(Cl)(Cl)Cl, BrP(Br)Br, O=c1[nH]c(-c2ccc(F)cc2)c(-c2ccncc2)n1CCCc1ccccc1. Reaction SMILES: [Br:6][Br:7].[CH3:41][CH2:42][O:43][C:44](=[O:45])[CH3:46].[NH3:40].[P:1]([Cl:2])([Cl:3])([Cl:4])=[O:5].[P:8]([Br:9])([Br:10])[Br:11].[c:12]1([CH2:18][CH2:19][CH2:20][n:21]2[c:22](=[O:39])[nH:23][c:24](-[c:32]3[cH:33][cH:34][c:35]([F:38])[cH:36][cH:37]3)[c:25]2-[c:26]2[cH:27][cH:28][n:29][cH:30][cH:31]2)[cH:13][cH:14][cH:15][cH:16][cH:17]1>>[Br:6][c:22]1[n:21]([CH2:20][CH2:19][CH2:18][c:12]2[cH:13][cH:14][cH:15][cH:16][cH:17]2)[c:25](-[c:26]2[cH:27][cH:28][n:29][cH:30][cH:31]2)[c:24](-[c:32]2[cH:33][cH:34][c:35]([F:38])[cH:36][cH:37]2)[n:23]1. Reactants: COC1=CC=C2C=C(C=NC2=C1)C(=O)OCC (Ethyl 7-methoxyquinoline-3-carboxylate), CO (methanol), [OH-].[Na+] (NaOH). Solvent: C1CCOC1 (THF). Run at time 18 hour. The product is COC1=CC=C2C=C(C=NC2=C1)C(=O)O (7-methoxyquinoline-3-carboxylic acid). As a reaction SMILES: [CH3:1][O:2][C:3]1[CH:12]=[C:11]2[C:6]([CH:7]=[C:8]([C:13]([O:15]CC)=[O:14])[CH:9]=[N:10]2)=[CH:5][CH:4]=1.CO.[OH-].[Na+]>C1COCC1>[CH3:1][O:2][C:3]1[CH:12]=[C:11]2[C:6]([CH:7]=[C:8]([C:13]([OH:15])=[O:14])[CH:9]=[N:10]2)=[CH:5][CH:4]=1 |f:2.3|. Procedure: To a solution of the intermediate from step C (399 mg, mmol) in THF (6 mL) was added methanol (1 mL) followed by NaOH (5N, 1.5 mL). After stirring at room temperature for 18 hours the reaction was concentrated in vacuo. The residue was acidified with 1N HCl (10 mL). The solution was concentrated in vacuo and azeotroped with toluene (4×). This material was used in the next step without any further purification. Starting materials: CC(C)=O, CCOC(C)=O, COC(C)(OC)c1cnc(NC(=O)C(CC2CCCC2)c2ccc(S(C)(=O)=O)c(Cl)c2)cn1, O, O, Cc1ccc(S(=O)(=O)O)cc1. Product: CC(=O)c1cnc(NC(=O)C(CC2CCCC2)c2ccc(S(C)(=O)=O)c(Cl)c2)cn1. Reaction SMILES: [CH3:46][C:47](=[O:48])[CH3:49].[CH3:51][CH2:52][O:53][C:54](=[O:55])[CH3:56].[Cl:1][c:2]1[cH:3][c:4]([CH:12]([C:13](=[O:14])[NH:15][c:16]2[n:17][cH:18][c:19]([C:22]([CH3:23])([O:24][CH3:27])[O:25][CH3:26])[n:20][cH:21]2)[CH2:28][CH:29]2[CH2:30][CH2:31][CH2:32][CH2:33]2)[cH:5][cH:6][c:7]1[S:8](=[O:9])(=[O:10])[CH3:11].[OH2:34].[OH2:50].[c:35]1([CH3:36])[cH:37][cH:38][c:39]([S:40]([OH:41])(=[O:42])=[O:43])[cH:44][cH:45]1>>[Cl:1][c:2]1[cH:3][c:4]([CH:12]([C:13](=[O:14])[NH:15][c:16]2[n:17][cH:18][c:19]([C:22]([CH3:23])=[O:24])[n:20][cH:21]2)[CH2:28][CH:29]2[CH2:30][CH2:31][CH2:32][CH2:33]2)[cH:5][cH:6][c:7]1[S:8](=[O:9])(=[O:10])[CH3:11]. Reactants: C(C)(=O)O[BH-](OC(C)=O)OC(C)=O.[Na+] (Sodium triacetoxyborohydride), Cl.C(C)(C)(C)OC(=O)NC[C@H](N)C(=O)OC (Methyl 3-[(tert-butoxycarbonyl)amino]-L-alaninate hydrochloride), CC(C=O)C (2-methylpropanal), C(C)(=O)O (acetic acid). Run in ClCCCl.CO (1,2-dichloroethane methanol). Run at time 30 minute. Product: C(C)(C)(C)OC(=O)NC[C@H](NCC(C)C)C(=O)OC (methyl 3-[(tert-butoxycarbonyl)amino]-N-(2-methylpropyl)-L-alaninate). RXN SMILES: Cl.[C:2]([O:6][C:7]([NH:9][CH2:10][C@@H:11]([C:13]([O:15][CH3:16])=[O:14])[NH2:12])=[O:8])([CH3:5])([CH3:4])[CH3:3].[CH3:17][CH:18]([CH3:21])[CH:19]=O.C(O)(=O)C.C(O[BH-](OC(=O)C)OC(=O)C)(=O)C.[Na+]>ClCCCl.CO>[C:2]([O:6][C:7]([NH:9][CH2:10][C@@H:11]([C:13]([O:15][CH3:16])=[O:14])[NH:12][CH2:17][CH:18]([CH3:21])[CH3:19])=[O:8])([CH3:5])([CH3:4])[CH3:3] |f:0.1,4.5,6.7|. Reported procedure: Methyl 3-[(tert-butoxycarbonyl)amino]-L-alaninate hydrochloride (2.00 g), 2-methylpropanal (860 μl) and acetic acid (450 μl) were dissolved in 1,2-dichloroethane-methanol (5:1, 60 ml), and the mixture was stirred at room temperature for 30 min. Sodium triacetoxyborohydride (4.00 g) was added and the mixture was stirred at room temperature for 2 hr. The reaction mixture was concentrated under reduced pressure, saturated aqueous sodium hydrogen carbonate was added, and the mixture was extracted wi... The reactants are Cc1cccc(C(=O)Nc2cc(-c3ccc4c(c3)OCO4)ccc2C(=O)OC(C)(C)C)c1C, O=C(O)C(F)(F)F. Product: Cc1cccc(C(=O)Nc2cc(-c3ccc4c(c3)OCO4)ccc2C(=O)O)c1C. As a reaction SMILES: [O:1]1[CH2:2][O:3][c:4]2[c:5]1[cH:6][cH:7][c:8](-[c:10]1[cH:11][c:12]([NH:23][C:24]([c:25]3[c:26]([CH3:32])[c:27]([CH3:31])[cH:28][cH:29][cH:30]3)=[O:33])[c:13]([C:14](=[O:15])[O:16][C:17]([CH3:18])([CH3:19])[CH3:20])[cH:21][cH:22]1)[cH:9]2.[OH:34][C:35]([C:36]([F:37])([F:38])[F:39])=[O:40]>>[O:1]1[CH2:2][O:3][c:4]2[c:5]1[cH:6][cH:7][c:8](-[c:10]1[cH:11][c:12]([NH:23][C:24]([c:25]3[c:26]([CH3:32])[c:27]([CH3:31])[cH:28][cH:29][cH:30]3)=[O:33])[c:13]([C:14](=[O:15])[OH:16])[cH:21][cH:22]1)[cH:9]2.